Dataset: the Open Reaction Database (ORD), a public repository of structured organic reaction records. Task: describe an organic reaction: reactants, conditions, products, and yield Starting materials: C(=O)(O)[O-].[Na+] (NaHCO3), C(C1=CC=CC=C1)OCC[C@@](CO)(O)C ((S)-4-(benzyloxy)-2-methylbutane-1,2-diol), COC(C)(C)OC (2,2-dimethoxypropane), CC=1C=CC(=CC1)S(=O)(=O)O (p-TSA). Run in C(Cl)Cl (DCM). The product is C(C1=CC=CC=C1)OCC[C@@]1(OC(OC1)(C)C)C ((S)-4-(2-(benzyloxy)ethyl)-2,2,4-trimethyl-1,3-dioxolane). RXN SMILES: [CH2:1]([O:8][CH2:9][CH2:10][C@:11]([CH3:15])([OH:14])[CH2:12][OH:13])[C:2]1[CH:7]=[CH:6][CH:5]=[CH:4][CH:3]=1.CO[C:18](OC)([CH3:20])[CH3:19].CC1C=CC(S(O)(=O)=O)=CC=1.C([O-])(O)=O.[Na+]>C(Cl)Cl>[CH2:1]([O:8][CH2:9][CH2:10][C@@:11]1([CH3:15])[CH2:12][O:13][C:18]([CH3:20])([CH3:19])[O:14]1)[C:2]1[CH:7]=[CH:6][CH:5]=[CH:4][CH:3]=1 |f:3.4|. Procedure details: To the mixture of compound 2 and 2,2-dimethoxypropane in DCM was added p-TSA. After TLC monitoring showed the disappearance of the starting material, aqueous NaHCO3 solution was added and then extracted with ethyl acetate three times. The combined organic phase was washed with brine and dried (Na2SO4). The solid was filtered and the solvent was removed. The residue was purified by column chromatography to give compound 3.